Dataset: the Open Reaction Database (ORD), a public repository of structured organic reaction records. Task: describe an organic reaction: reactants, conditions, products, and yield Starting materials: COCCCl (2-chloroethyl methyl ether), C([O-])([O-])=O.[K+].[K+] (potassium carbonate), IC1=C(C=CC(=C1)[N+](=O)[O-])O (2-iodo-4-nitrophenol), COCCCl (2-chloroethyl methyl ether), C1(=CC=CC=C1)O (phenol). Reagents/catalysts: [I-].[Na+] (sodium iodide). Solvent: CN(C=O)C (N,N-dimethylformamide). Product: IC1=C(C=CC(=C1)[N+](=O)[O-])OCCOC (2-iodo-1-(2-methoxyethoxy)-4-nitrobenzene). The yield is 39.5%. RXN SMILES: [I:1][C:2]1[CH:7]=[C:6]([N+:8]([O-:10])=[O:9])[CH:5]=[CH:4][C:3]=1[OH:11].[CH3:12][O:13][CH2:14][CH2:15]Cl.C(=O)([O-])[O-].[K+].[K+].C1(O)C=CC=CC=1>CN(C)C=O.[I-].[Na+]>[I:1][C:2]1[CH:7]=[C:6]([N+:8]([O-:10])=[O:9])[CH:5]=[CH:4][C:3]=1[O:11][CH2:15][CH2:14][O:13][CH3:12] |f:2.3.4,7.8|. Reported procedure: A suspension of 2-iodo-4-nitrophenol (15.5 g, 58.7 mmol) [ref: Kometani, T.; Watt, D. S.; Ji, T., Tetrahedron Lett. (1985), 26(17), 2043], 2-chloroethyl methyl ether (10.69 mL, 117 mmols), potassium carbonate (16.8 g, 117 mmol) and sodium iodide (100 mg) in 160 mL of N,N-dimethylformamide was heated at 70-80° C. for 4 hours. An additional 5.35 mL of 2-chloroethyl methyl ether was added and the reaction was heated until thin layer chromatography (TLC) showed the absence of the phenol. The mixture... Starting materials: C(C)(C)(C)OC(=O)N([C@H](C(=O)[O-])C(C)C)C ((25)-2-{[(tert-butoxy)carbonyl](methyl)amino}-3-methylbutanoate), C(C)(C)(C)OC(=O)NO (N-tert-butoxycarbonyl hydroxylamine). Product: C(C)(C)(C)OC(=O)N([C@H](C(=O)ONC(=O)OC(C)(C)C)C(C)C)C ([(tert-Butoxy)carbonyl]amino (2S)-2-{[(tert-butoxy)carbonyl](methyl)amino}-3-methylbutanoate). RXN SMILES: [C:1]([O:5][C:6]([N:8]([CH3:16])[C@@H:9]([CH:13]([CH3:15])[CH3:14])[C:10]([O-:12])=[O:11])=[O:7])([CH3:4])([CH3:3])[CH3:2].[C:17]([O:21][C:22]([NH:24]O)=[O:23])([CH3:20])([CH3:19])[CH3:18]>>[C:1]([O:5][C:6]([N:8]([CH3:16])[C@@H:9]([CH:13]([CH3:14])[CH3:15])[C:10]([O:12][NH:24][C:22]([O:21][C:17]([CH3:20])([CH3:19])[CH3:18])=[O:23])=[O:11])=[O:7])([CH3:4])([CH3:3])[CH3:2]. Reported procedure: [(tert-Butoxy)carbonyl]amino (2S)-2-{[(tert-butoxy)carbonyl](methyl)amino}-3-methylbutanoate is prepared from (25)-2-{[(tert-butoxy)carbonyl](methyl)amino}-3-methylbutanoate and N-tert-butoxycarbonyl hydroxylamine according to Scheme 6. The compound exists as rotomers and is reported as such. (1.18 g, 42%), 1H NMR (500 MHz, CHLOROFORM-d) δ ppm 7.50-8.11 (1H, m), 4.02-4.94 (1H, m), 3.49-3.50 (3H, m), 2.07-2.41 (1H, m), 1.37-1.55 (18H, m), 0.83-1.17 (6H, m). RXN SMILES: [CH2:1]([CH3:2])[O:3][C:4](=[O:5])[C:6]1=[C:14]([c:15]2[cH:16][cH:17][cH:18][cH:19][cH:20]2)[c:13]2[c:8]([cH:9][c:10]([O:21][CH2:22][CH2:23][CH2:24][c:25]3[cH:26][cH:27][cH:28][cH:29][cH:30]3)[cH:11][cH:12]2)[C:7]1=[N:31][OH:32].[CH3:33][OH:34]>>[CH2:1]([CH3:2])[O:3][C:4](=[O:5])[C:6]1=[C:14]([c:15]2[cH:16][cH:17][cH:18][cH:19][cH:20]2)[c:13]2[c:8]([cH:9][c:10]([O:21][CH2:22][CH2:23][CH2:24][c:25]3[cH:26][cH:27][cH:28][cH:29][cH:30]3)[cH:11][cH:12]2)[CH:7]1[NH2:31]. The reactants are CCOC(=O)C1=C(c2ccccc2)c2ccc(OCCCc3ccccc3)cc2C1=NO, CO. The product is CCOC(=O)C1=C(c2ccccc2)c2ccc(OCCCc3ccccc3)cc2C1N. The reactants are BrC(Br)(Br)Br, CCc1cccc(CC)c1C=O, ClCCl, c1ccc(P(c2ccccc2)c2ccccc2)cc1. Yields the product CCc1cccc(CC)c1C=C(Br)Br. RXN SMILES: [Br:32][C:33]([Br:34])([Br:35])[Br:36].[CH2:1]([CH3:2])[c:3]1[c:4]([CH:5]=[O:6])[c:7]([CH2:11][CH3:12])[cH:8][cH:9][cH:10]1.[Cl:37][CH2:38][Cl:39].[c:13]1([P:14]([c:15]2[cH:16][cH:17][cH:18][cH:19][cH:20]2)[c:21]2[cH:22][cH:23][cH:24][cH:25][cH:26]2)[cH:27][cH:28][cH:29][cH:30][cH:31]1>>[CH2:1]([CH3:2])[c:3]1[c:4]([CH:5]=[C:33]([Br:32])[Br:34])[c:7]([CH2:11][CH3:12])[cH:8][cH:9][cH:10]1. Starting materials: C1(CC1)COC=1C=CC2=C(C(=C(O2)C(C(C)C)NC2=CC=C(C=C2)C(=O)N(CCC(=O)OCC)C)C)C1 (Ethyl 3-[{[4-({1-[5-(cyclopropylmethoxy)-3-methyl-1-benzofuran-2-yl]-2-methylpropyl}amino)phenyl]carbonyl}(methyl)amino]propanoate), [OH-].[Na+] (sodium hydroxide). Run in C(C)O (ethanol), CCCCCC.C(C)O (hexane ethanol), O1CCCC1 (tetrahydrofuran). Run at time 20 minute. Yields the product C1(CC1)COC=1C=CC2=C(C(=C(O2)C(C(C)C)NC2=CC=C(C=C2)C(=O)N(CCC(=O)O)C)C)C1 (3-[{[4-({1-[5-(cyclopropylmethoxy)-3-methyl-1-benzofuran-2-yl]-2-methylpropyl}amino)phenyl]carbonyl}(methyl)amino]propanoic acid). Yield: 24.8%. As a reaction SMILES: [CH:1]1([CH2:4][O:5][C:6]2[CH:7]=[CH:8][C:9]3[O:13][C:12]([CH:14]([NH:18][C:19]4[CH:24]=[CH:23][C:22]([C:25]([N:27]([CH3:35])[CH2:28][CH2:29][C:30]([O:32]CC)=[O:31])=[O:26])=[CH:21][CH:20]=4)[CH:15]([CH3:17])[CH3:16])=[C:11]([CH3:36])[C:10]=3[CH:37]=2)[CH2:3][CH2:2]1.[OH-].[Na+]>CCCCCC.C(O)C.C(O)C.O1CCCC1>[CH:1]1([CH2:4][O:5][C:6]2[CH:7]=[CH:8][C:9]3[O:13][C:12]([CH:14]([NH:18][C:19]4[CH:20]=[CH:21][C:22]([C:25]([N:27]([CH3:35])[CH2:28][CH2:29][C:30]([OH:32])=[O:31])=[O:26])=[CH:23][CH:24]=4)[CH:15]([CH3:17])[CH3:16])=[C:11]([CH3:36])[C:10]=3[CH:37]=2)[CH2:2][CH2:3]1 |f:1.2,3.4|. Procedure details: Ethyl 3-[{[4-({1-[5-(cyclopropylmethoxy)-3-methyl-1-benzofuran-2-yl]-2-methylpropyl}amino)phenyl]carbonyl}(methyl)amino]propanoate (18.23 g) obtained in Example A75(4) was dissolved in hexane-ethanol (1:1, volume ratio), subjected to HPLC using CHIRALPAK AD (50 mm ID×500 mL, manufactured by Daicel Chemical Industries, Ltd.), and eluted with hexane-ethanol (1:1-1:4, volume ratio) as a mobile phase at room temperature and at a flow rate 60-50 mL/min. The resulting fraction containing an optically ... The reactants are COC(C)OCOCCc1ccsc1Br, [Li]CCCC, C1CCOC1, CSSC, CCCCCC, O. Product: COC(C)OCOCCc1ccsc1SC. RXN SMILES: [Br:1][c:2]1[s:3][cH:4][cH:5][c:6]1[CH2:7][CH2:8][O:9][CH2:10][O:11][CH:12]([CH3:13])[O:14][CH3:15].[CH2:16]([Li:17])[CH2:18][CH2:19][CH3:20].[CH2:32]1[O:33][CH2:34][CH2:35][CH2:36]1.[CH3:21][S:22][S:23][CH3:24].[CH3:26][CH2:27][CH2:28][CH2:29][CH2:30][CH3:31].[OH2:25]>>[c:2]1([S:22][CH3:21])[s:3][cH:4][cH:5][c:6]1[CH2:7][CH2:8][O:9][CH2:10][O:11][CH:12]([CH3:13])[O:14][CH3:15]. Starting materials: [Mn](=O)(=O)(=O)[O-].[K+] (potassium permanganate), COC1=C(C(=[N+](C=C1)[O-])C)[N+](=O)[O-] (4-Methoxy-2-methyl-3-nitropyridine-N-oxide), [Mn](=O)(=O)(=O)[O-].[K+] (potassium permanganate), C([O-])([O-])=O.[K+].[K+] (potassium carbonate). Conditions: time 2 hour. As a reaction SMILES: [CH3:1][O:2][C:3]1[CH:8]=[CH:7][N+:6]([O-])=[C:5](C)[C:4]=1[N+:11]([O-:13])=[O:12].[C:14](=[O:17])([O-])[O-:15].[K+].[K+].[Mn]([O-])(=O)(=O)=O.[K+]>C(OC(=O)C)(=O)C.CO>[CH3:1][O:2][C:3]1[CH:8]=[CH:7][N:6]=[C:5]([C:14]([OH:15])=[O:17])[C:4]=1[N+:11]([O-:13])=[O:12] |f:1.2.3,4.5|. Product: COC1=C(C(=NC=C1)C(=O)O)[N+](=O)[O-] (4-methoxy-3-nitropyridine-2-carboxylic acid). Procedure: 4-Methoxy-2-methyl-3-nitropyridine-N-oxide (mixture with the positional isomer, 10.97 g, 48.5 mmol) was stirred in acetic anhydride (100 mL) at 80° C. for 8 hours. The reaction solution was concentrated under reduced pressure, and in methanol (100 mL), potassium carbonate (33 g, 0.243 mol) was added to the resulting residue at room temperature and stirred at that temperature for 2 hours. The solvent was evaporated off under reduced pressure, and the resulting residue was diluted with ethyl aceta... Solvent: CO (methanol), C(C)(=O)OC(C)=O (acetic anhydride), CO (methanol). Starting materials: ClC(Cl)(Cl)Cl, CCOC(=O)c1ncc2c(ccn2-c2ccccc2)c1O, O=C1CCC(=O)N1Cl. Product: CCOC(=O)c1ncc2c(c(Cl)cn2-c2ccccc2)c1O. As a reaction SMILES: [C:30]([Cl:31])([Cl:32])([Cl:33])[Cl:34].[CH2:1]([CH3:2])[O:3][C:4](=[O:5])[c:6]1[c:7]([OH:21])[c:8]2[c:9]([cH:10][n:11]1)[n:12](-[c:15]1[cH:16][cH:17][cH:18][cH:19][cH:20]1)[cH:13][cH:14]2.[Cl:22][N:23]1[C:24](=[O:25])[CH2:26][CH2:27][C:28]1=[O:29]>>[CH2:1]([CH3:2])[O:3][C:4](=[O:5])[c:6]1[c:7]([OH:21])[c:8]2[c:9]([cH:10][n:11]1)[n:12](-[c:15]1[cH:16][cH:17][cH:18][cH:19][cH:20]1)[cH:13][c:14]2[Cl:22]. The product is ClC=1C=C2C(=C(NC2=CC1)C=1C=NC=CC1)C#N (5-chloro-2-pyridin-3-yl-1H-indole-3-carbonitrile). Starting materials: ClC=1C=C2C=C(NC2=CC1)C=1C=NC=CC1 (5-chloro-2-pyridin-3-yl-1H-indole), C(C)#N (acetonitrile). Procedure: 5-Chloro-2-pyridin-3-yl-1H-indole (Example 87) is processed according to the method described in Example 140, using acetonitrile instead of dichloromethane, to give 5-chloro-2-pyridin-3-yl-1H-indole-3-carbonitrile. 1H NMR (400 MHz, MeOD) δ ppm 7.36 (dd, J=8.6, 2.0 Hz, 1H), 7.57 (d, J=8.6 Hz, 1H), 7.65-7.77 (m, 2H), 8.43 (dt, J=8.1, 2.0 Hz, 1H), 8.72 (d, J=4.8 Hz, 1H), 9.16 (s, 1H). HRMS (ESI) m/z 254.0495 [(M+H)+ calcd for C14H9ClN3: 254.0485]. Reaction SMILES: [Cl:1][C:2]1[CH:3]=[C:4]2[C:8](=[CH:9][CH:10]=1)[NH:7][C:6]([C:11]1[CH:12]=[N:13][CH:14]=[CH:15][CH:16]=1)=[CH:5]2.[C:17](#[N:19])C>>[Cl:1][C:2]1[CH:3]=[C:4]2[C:8](=[CH:9][CH:10]=1)[NH:7][C:6]([C:11]1[CH:12]=[N:13][CH:14]=[CH:15][CH:16]=1)=[C:5]2[C:17]#[N:19]. The reactants are ClC=1C=CC(=C(C1)C1=CC(N(C=C1OC)C(C(=O)O)CC1C(C1)(F)F)=O)C#N (2-[4-(5-chloro-2-cyanophenyl)-5-methoxy-2-oxopyridin-1(2H)-yl]-3-[2,2-difluorocyclopropyl]propanoic acid), NC1=CC=C(C(=O)OC(C)(C)C)C=C1 (tert-butyl 4-aminobenzoate), CC(N=C=NC(C)C)C (DIC). Run in CN(C=O)C (dimethylformamide). Product: ClC=1C=CC(=C(C1)C1=CC(N(C=C1OC)C(C(=O)NC1=CC=C(C(=O)OC(C)(C)C)C=C1)CC1C(C1)(F)F)=O)C#N (tert-Butyl 4-({2-[4-(5-chloro-2-cyanophenyl)-5-methoxy-2-oxopyridin-1(2H)-yl]-3-[2,2-difluorocyclopropyl]propanoyl}amino)benzoate). Reaction SMILES: [Cl:1][C:2]1[CH:3]=[CH:4][C:5]([C:27]#[N:28])=[C:6]([C:8]2[C:13]([O:14][CH3:15])=[CH:12][N:11]([CH:16]([CH2:20][CH:21]3[CH2:23][C:22]3([F:25])[F:24])[C:17]([OH:19])=O)[C:10](=[O:26])[CH:9]=2)[CH:7]=1.[NH2:29][C:30]1[CH:42]=[CH:41][C:33]([C:34]([O:36][C:37]([CH3:40])([CH3:39])[CH3:38])=[O:35])=[CH:32][CH:31]=1.CC(C)N=C=NC(C)C>CN(C)C=O>[Cl:1][C:2]1[CH:3]=[CH:4][C:5]([C:27]#[N:28])=[C:6]([C:8]2[C:13]([O:14][CH3:15])=[CH:12][N:11]([CH:16]([CH2:20][CH:21]3[CH2:23][C:22]3([F:25])[F:24])[C:17]([NH:29][C:30]3[CH:42]=[CH:41][C:33]([C:34]([O:36][C:37]([CH3:38])([CH3:39])[CH3:40])=[O:35])=[CH:32][CH:31]=3)=[O:19])[C:10](=[O:26])[CH:9]=2)[CH:7]=1. Procedure: 88.0 mg (215 μmol) of 2-[4-(5-chloro-2-cyanophenyl)-5-methoxy-2-oxopyridin-1(2H)-yl]-3-[2,2-difluorocyclopropyl]propanoic acid (mixture of two racemic diastereomers), 41.6 mg (215 μmol) of tert-butyl 4-aminobenzoate, 30.6 mg (215 μmol) of Oxima and 34.0 μl (215 μmol) of DIC in 2.1 ml of dimethylformamide were reacted according to General Method 5B. Yield: 101 mg (66% of theory)